Dataset: the Open Reaction Database (ORD), a public repository of structured organic reaction records. Task: describe an organic reaction: reactants, conditions, products, and yield Starting materials: COC=1C=C(C=CC1OC)CC=O (3.4-dimethoxyphenylacetaldehyde), [OH-].[NH4+] (ammonium hydroxide), [C-]#N.[Na+] (sodium cyanide), C([O-])(O)=O (bicarbonate), S(=O)(=O)([O-])[O-].[NH4+].[NH4+] (ammonium sulfate). Solvent: C(C(Cl)Cl)Cl (trichloroethane), O (water). Conditions: temperature 90 celsius. The product is COC=1C=C(CC2C(NC(N2)=O)=O)C=CC1OC (5-(3,4-dimethoxybenzyl)hydantoin). As a reaction SMILES: [OH-:1].[NH4+:2].[C-:3]#[N:4].[Na+].[C:6](=[O:9])(O)[O-].S([O-])([O-])(=O)=O.[NH4+].[NH4+].[CH3:17][O:18][C:19]1[CH:20]=[C:21]([CH2:27][CH:28]=O)[CH:22]=[CH:23][C:24]=1[O:25][CH3:26]>C(Cl)C(Cl)Cl.O>[CH3:17][O:18][C:19]1[CH:20]=[C:21]([CH:22]=[CH:23][C:24]=1[O:25][CH3:26])[CH2:27][CH:28]1[NH:4][C:3](=[O:1])[NH:2][C:6]1=[O:9] |f:0.1,2.3,5.6.7|. Procedure: A mixture of 215 ml of water, 215 ml of a 27% (w/v) aqueous solution of ammonium hydroxide, 35.3 g of sodium cyanide, 113.3 g of ammoniun bicarbonate, 47.5 g of ammonium sulfate and a solution containing 129.6 g of 3.4-dimethoxyphenylacetaldehyde in 900 ml of trichloroethane is heated at 90° C. for 6 hours in an antoclave and then is cooled and filtered.